describe an organic reaction: reactants, conditions, products, and yield From a dataset of the Open Reaction Database (ORD), a public repository of structured organic reaction records. The reactants are CC(C)(C)[S@@](=O)N ((R)-2-methylpropane-2-sulfinamide), FC(C1=CC=C(C=O)C=C1)(F)F (4-(trifluoromethyl)-benzaldehyde), cupric sulfate. The solvent is C(Cl)Cl (DCM). Run at time 36 hour. The product is FC(C1=CC=C(C=N[S@](=O)C(C)(C)C)C=C1)(F)F ((R)—N-(4-(trifluoromethyl)benzylidene)-2-methylpropane-2-sulfinamide). Reaction SMILES: [CH3:1][C:2]([S@:5]([NH2:7])=[O:6])([CH3:4])[CH3:3].[F:8][C:9]([F:19])([F:18])[C:10]1[CH:17]=[CH:16][C:13]([CH:14]=O)=[CH:12][CH:11]=1>C(Cl)Cl>[F:8][C:9]([F:18])([F:19])[C:10]1[CH:17]=[CH:16][C:13]([CH:14]=[N:7][S@@:5]([C:2]([CH3:4])([CH3:3])[CH3:1])=[O:6])=[CH:12][CH:11]=1. Procedure details: (R)-2-methylpropane-2-sulfinamide (31.6 g, 260 mmol), 4-(trifluoromethyl)-benzaldehyde (22.7 g, 130 mmol) and cupric sulfate (83.2 g, 521 mmol) were added to 300 mL DCM and the mixture was stirred for 36 h. The mixture was filtered through a pad of celite and the filtrate was evaporated and purified via silica plug filtration. (R)—N-(4-(trifluoromethyl)benzylidene)-2-methylpropane-2-sulfinamide was obtained as a white solid. Starting materials: BrC=1C(C2=CC=CC=C2C1)=O (2-bromo-1H-indenone), C(=O)([O-])[O-].[K+].[K+] (K2CO3). Solvent: CO (MeOH). Run at time 4.5 hour. The product is BrC=1C(C2=CC(=CC=C2C1)O)=O (2-bromo-6-hydroxy-1H-indenone), formula 8. RXN SMILES: [Br:1][C:2]1[C:3](=[O:11])[C:4]2[C:9]([CH:10]=1)=[CH:8][CH:7]=[CH:6][CH:5]=2.C([O-])([O-])=[O:13].[K+].[K+]>CO>[Br:1][C:2]1[C:3](=[O:11])[C:4]2[C:9]([CH:10]=1)=[CH:8][CH:7]=[C:6]([OH:13])[CH:5]=2 |f:1.2.3|. Procedure: 1 to 1.2 eq of the 2-bromo-1H-indenone prepared in Step 4 is dissolved in MeOH, and then K2CO3 (1 to 2 eq) is added thereto. The resulting mixture is stirred at room temperature for 2 to 7 h, to obtain the 2-bromo-6-hydroxy-1H-indenone of formula 8 in which acetyl group is removed. Reactants: OC[C@@H]1CCC(N1)=O ((S)-5-hydroxymethylpyrrolidin-2-one), BrC1=CC(=C(C=C1)C(=O)N1CCN(CC1)C1=NC=C(C=C1C)C)C ((4-bromo-2-methylphenyl) [4-(3,5-dimethylpyridin-2-yl)piperazin-1-yl]methanone). Yields the product CC=1C(=NC=C(C1)C)N1CCN(CC1)C(=O)C1=C(C=C(C=C1)N1C(CC[C@H]1CO)=O)C ((S)-1-{4-[4-(3,5-dimethylpyridin-2-yl)piperazine-1-carbonyl]-3-methylphenyl}-5-hydroxymethylpyrrolidin-2-one). Isolated yield 17.6%. Reaction SMILES: [OH:1][CH2:2][C@H:3]1[NH:7][C:6](=[O:8])[CH2:5][CH2:4]1.Br[C:10]1[CH:15]=[CH:14][C:13]([C:16]([N:18]2[CH2:23][CH2:22][N:21]([C:24]3[C:29]([CH3:30])=[CH:28][C:27]([CH3:31])=[CH:26][N:25]=3)[CH2:20][CH2:19]2)=[O:17])=[C:12]([CH3:32])[CH:11]=1>>[CH3:30][C:29]1[C:24]([N:21]2[CH2:20][CH2:19][N:18]([C:16]([C:13]3[CH:14]=[CH:15][C:10]([N:7]4[C@H:3]([CH2:2][OH:1])[CH2:4][CH2:5][C:6]4=[O:8])=[CH:11][C:12]=3[CH3:32])=[O:17])[CH2:23][CH2:22]2)=[N:25][CH:26]=[C:27]([CH3:31])[CH:28]=1. Procedure: Using (S)-5-hydroxymethylpyrrolidin-2-one (168 mg) and (4-bromo-2-methylphenyl) [4-(3,5-dimethylpyridin-2-yl)piperazin-1-yl]methanone (516 mg) described in Preparation Example 118 and by the reaction and treatment in the same manner as in Example 1, the title compound (99 mg) was obtained. The reactants are CC(C)(C)C(=O)CC(Cc1ccccc1)C(=O)O, CCN1CCOCC1, ClCCCl, CN(C)C=O, CCC(CC)C(O)C(O)C(CC1CCCCC1)NC(=O)C(N)Cc1c[nH]cn1. The product is CCC(CC)C(O)C(O)C(CC1CCCCC1)NC(=O)C(Cc1c[nH]cn1)NC(=O)C(CC(=O)C(C)(C)C)Cc1ccccc1. Reaction SMILES: [C:29]([C:30]([CH3:31])([CH3:32])[CH3:33])(=[O:34])[CH2:35][CH:36]([C:37](=[O:38])[OH:39])[CH2:40][c:41]1[cH:42][cH:43][cH:44][cH:45][cH:46]1.[CH2:47]([N:48]1[CH2:49][CH2:50][O:51][CH2:52][CH2:53]1)[CH3:54].[CH2:55]([Cl:56])[CH2:57][Cl:58].[CH3:59][N:60]([CH3:61])[CH:62]=[O:63].[NH2:1][CH:2]([C:3](=[O:4])[NH:5][CH:6]([CH:7]([CH:8]([CH:9]([CH2:10][CH3:11])[CH2:12][CH3:13])[OH:14])[OH:15])[CH2:16][CH:17]1[CH2:18][CH2:19][CH2:20][CH2:21][CH2:22]1)[CH2:23][c:24]1[n:25][cH:26][nH:27][cH:28]1>>[NH:1]([CH:2]([C:3](=[O:4])[NH:5][CH:6]([CH:7]([CH:8]([CH:9]([CH2:10][CH3:11])[CH2:12][CH3:13])[OH:14])[OH:15])[CH2:16][CH:17]1[CH2:18][CH2:19][CH2:20][CH2:21][CH2:22]1)[CH2:23][c:24]1[n:25][cH:26][nH:27][cH:28]1)[C:37]([CH:36]([CH2:35][C:29]([C:30]([CH3:31])([CH3:32])[CH3:33])=[O:34])[CH2:40][c:41]1[cH:42][cH:43][cH:44][cH:45][cH:46]1)=[O:38]. The reactants are C(C)(=O)OO (peracetic acid), C(C)(=O)O (acetic acid), C(C)(C)(C)OC1=CC=C(C=C)C=C1 (4-tert-butoxystyrene). Run in C(Cl)Cl (methylene chloride). Run at time 8 hour. Product: C(C)(C)(C)OC1=CC=C(C=C1)C1OC1 (2-(4-tert-butoxyphenyl)oxirane). Reaction SMILES: [C:1]([O:5][C:6]1[CH:13]=[CH:12][C:9]([CH:10]=[CH2:11])=[CH:8][CH:7]=1)([CH3:4])([CH3:3])[CH3:2].C(OO)(=[O:16])C.C(O)(=O)C>C(Cl)Cl>[C:1]([O:5][C:6]1[CH:7]=[CH:8][C:9]([CH:10]2[CH2:11][O:16]2)=[CH:12][CH:13]=1)([CH3:4])([CH3:2])[CH3:3]. Procedure details: To a solution of 4-tert-butoxystyrene (17.6 g, 100 mmol) in methylene chloride (200 mL) cooled in an ice bath is added a solution of 32% peracetic acid in acetic acid (31.5 mL, 150 mmol). The mixture is stirred at rt overnight and quenched by addition of saturated sodium bicarbonate solution. The organic phase is separated, washed with sodium bicarbonate solution and brine, dried over magnesium sulfate, and evaporated in vacuo. Chromatography on silica gel provides 2-(4-tert-butoxyphenyl)oxirane... Starting materials: boronic ester, C(C)(C)(C)[Li] (t-butyl lithium), BrC1=C(C=C(C=C1)F)C1(OCCO1)C (2-(2-bromo-5-fluorophenyl)-2-methyl-1,3-dioxolane), B(OC(C)C)(OC(C)C)OC(C)C (triisopropyl borate). Run in C1CCOC1 (THF), O (H2O). Run at temperature -78 celsius. Yields the product FC1=CC(=C(C=C1)B(O)O)C1(OCCO1)C (4-fluoro-2-(2-methyl-1,3-dioxolan-2-yl)phenylboronic acid). The yield is 75.0%. Reaction SMILES: C([Li])(C)(C)C.Br[C:7]1[CH:12]=[CH:11][C:10]([F:13])=[CH:9][C:8]=1[C:14]1([CH3:19])[O:18][CH2:17][CH2:16][O:15]1.[B:20](OC(C)C)([O:25]C(C)C)[O:21]C(C)C>C1COCC1.O>[F:13][C:10]1[CH:11]=[CH:12][C:7]([B:20]([OH:25])[OH:21])=[C:8]([C:14]2([CH3:19])[O:18][CH2:17][CH2:16][O:15]2)[CH:9]=1. Procedure: A solution of t-butyl lithium (19.0 mL) was added dropwise to a solution of 2-(2-bromo-5-fluorophenyl)-2-methyl-1,3-dioxolane (4.02 g, 15.40 mmols) and triisopropyl borate (4.6 mL, 19.93 mmols in anhydrous THF (40 mL), stirring under an inert atmosphere at −78° C. The resulting yellow solution was stirred at −78° C. for ½ h and then allowed to warm to −15° C. The resulting boronic ester was hydrolyzed in situ with sat'd NH3Cl (aq) at room temperature. The reaction mixture was transferred to a se... Reactants: CC(C)=O, COc1ccc(-c2nc(CCl)c(C)o2)cc1, [I-], [Na+]. Yields the product COc1ccc(-c2nc(CI)c(C)o2)cc1. As a reaction SMILES: [CH3:19][C:20](=[O:21])[CH3:22].[Cl:3][CH2:4][c:5]1[n:6][c:7](-[c:11]2[cH:12][cH:13][c:14]([O:17][CH3:18])[cH:15][cH:16]2)[o:8][c:9]1[CH3:10].[I-:2].[Na+:1]>>[I:2][CH2:4][c:5]1[n:6][c:7](-[c:11]2[cH:12][cH:13][c:14]([O:17][CH3:18])[cH:15][cH:16]2)[o:8][c:9]1[CH3:10]. The reactants are C(C)(C)C1=C(C(=CC(=C1)C(C)C)C(C)C)S(=O)(=O)N1C=C(C2=CC=CC=C12)CCC(=O)O (1-(2,4,6-triisopropylphenylsulfonyl)-indole-3-propionic acid), S(=O)(Cl)Cl (thionyl chloride). The solvent is C(Cl)(Cl)Cl (chloroform). Conditions: temperature 60 celsius, time 10 minute. The product is C(C)(C)C1=C(C(=CC(=C1)C(C)C)C(C)C)S(=O)(=O)N1C=C2C=3C(=CC=CC13)C(CC2)=O (3,4-Dihydro-1-(2,4,6-triisopropylphenylsulfonyl)benz[cd]indol-5(1H)-one). Yield: 59.9%. Reaction SMILES: [CH:1]([C:4]1[CH:9]=[C:8]([CH:10]([CH3:12])[CH3:11])[CH:7]=[C:6]([CH:13]([CH3:15])[CH3:14])[C:5]=1[S:16]([N:19]1[C:27]2[C:22](=[CH:23][CH:24]=[CH:25][CH:26]=2)[C:21]([CH2:28][CH2:29][C:30](O)=[O:31])=[CH:20]1)(=[O:18])=[O:17])([CH3:3])[CH3:2].S(Cl)(Cl)=O>C(Cl)(Cl)Cl>[CH:1]([C:4]1[CH:9]=[C:8]([CH:10]([CH3:11])[CH3:12])[CH:7]=[C:6]([CH:13]([CH3:14])[CH3:15])[C:5]=1[S:16]([N:19]1[C:27]2[CH:26]=[CH:25][CH:24]=[C:23]3[C:30](=[O:31])[CH2:29][CH2:28][C:21]([C:22]=23)=[CH:20]1)(=[O:17])=[O:18])([CH3:2])[CH3:3]. Procedure details: To a solution of 1-(2,4,6-triisopropylphenylsulfonyl)-indole-3-propionic acid (76.22 g) in chloroform (500 ml) was added dropwise thionyl chloride (28.9 ml) at room temperature taking about 10 minutes. The mixture was stirred for one hour at 60° C. After completion of the reaction, the solvent was distilled off under reduced pressure. To the residue was again added chloroform, followed by concentration under reduced pressure. The concentrate was dissolved in dichloroethane (900 ml). To the solut... RXN SMILES: [CH3:1][O:2][C:3](=[O:8])/[C:4](/N)=[CH:5]/[CH3:6].[CH3:9][S:10]([CH2:13][C:14](=O)[CH3:15])(=[O:12])=[O:11].[N+:17]([C:20]1[CH:27]=[CH:26][CH:25]=[CH:24][C:21]=1[CH:22]=O)([O-:19])=[O:18].C[N:29](C)P(=O)(N(C)C)N(C)C>C(OCC)(=O)C>[CH3:6][C:5]1[NH:29][C:14]([CH3:15])=[C:13]([S:10]([CH3:9])(=[O:12])=[O:11])[CH:22]([C:21]2[CH:24]=[CH:25][CH:26]=[CH:27][C:20]=2[N+:17]([O-:19])=[O:18])[C:4]=1[C:3]([O:2][CH3:1])=[O:8]. Reaction conditions: time 3 hour. Starting materials: COC(\C(=C\C)\N)=O (aminocrotonic acid methyl ester), CS(=O)(=O)CC(C)=O (methylsulphonylacetone), [N+](=O)([O-])C1=C(C=O)C=CC=C1 (o-nitrobenzaldehyde), CN(P(N(C)C)(N(C)C)=O)C (hexamethylphosphoric acid triamide). Procedure details: 23.0 g of aminocrotonic acid methyl ester and 40.8 g of methylsulphonylacetone are added to 30.2 g of o-nitrobenzaldehyde dissolved in 200 ml of hexamethylphosphoric acid triamide. The mixture is then stirred for 3 hours at a bath temperature of 90°-100° C. The mixture is cooled and dissolved in 1,000 ml of ethyl acetate and the solution is washed with 400 ml of half-saturated sodium chloride solution, with twice 200 ml of 2 N sodium carbonate solution and with twice 500 ml of water. The ethyl a... Solvent: C(C)(=O)OCC (ethyl acetate). Product: CC=1NC(=C(C(C1C(=O)OC)C1=C(C=CC=C1)[N+](=O)[O-])S(=O)(=O)C)C (2,6-dimethyl-3-carbomethoxy-5-methylsulphonyl- 4-(2-nitrophenyl)- 1,4-dihydropyridine). Starting materials: CC(C)(C)OC(=O)N1CCC(OCC(=O)O)CC1, NNC(=O)c1ccncc1, CCN=C=NCCCN(C)C, ClCCl, On1nnc2ccccc21. Product: CC(C)(C)OC(=O)N1CCC(OCC(=O)NNC(=O)c2ccncc2)CC1. As a reaction SMILES: [C:1]([CH3:2])([CH3:3])([CH3:4])[O:5][C:6](=[O:7])[N:8]1[CH2:9][CH2:10][CH:11]([O:14][CH2:15][C:16](=[O:17])[OH:18])[CH2:12][CH2:13]1.[C:40]([c:41]1[cH:42][cH:43][n:44][cH:45][cH:46]1)(=[O:47])[NH:48][NH2:49].[CH2:19]([N:20]=[C:21]=[N:22][CH2:23][CH2:24][CH2:25][N:26]([CH3:27])[CH3:28])[CH3:29].[Cl:50][CH2:51][Cl:52].[OH:30][n:31]1[c:32]2[cH:33][cH:34][cH:35][cH:36][c:37]2[n:38][n:39]1>>[C:1]([CH3:2])([CH3:3])([CH3:4])[O:5][C:6](=[O:7])[N:8]1[CH2:9][CH2:10][CH:11]([O:14][CH2:15][C:16](=[O:18])[NH:49][NH:48][C:40]([c:41]2[cH:42][cH:43][n:44][cH:45][cH:46]2)=[O:47])[CH2:12][CH2:13]1.